Dataset: the Open Reaction Database (ORD), a public repository of structured organic reaction records. Task: describe an organic reaction: reactants, conditions, products, and yield The reactants are Cl.CN(C)CC=1C=C(C=CC1)C1=NC(=NN1CC(C)=O)C1=CC=C(C=C1)OC (1-[5-(3-dimethylaminomethyl-phenyl)-3-(4-methoxy-phenyl)-[1,2,4]triazol-1-yl]-propan-2-one hydrochloride), [BH4-].[Li+] (Lithium borohydride), Cl.CCO (HCl EtOH), C(=O)([O-])[O-].[Na+].[Na+] (Na2CO3). The solvent is CO (methanol), CCOCC (ether), C(Cl)(Cl)Cl (CHCl3). Reaction conditions: time 4 hour. The product is Cl.CN(C)CC=1C=C(C=CC1)C1=NC(=NN1CC(C)O)C1=CC=C(C=C1)OC (1-[5-(3-Dimethylaminomethyl-phenyl)-3-(4-methoxy-phenyl)-[1,2,4]triazol-1-yl]-propan-2-ol hydrochloride salt). Isolated yield 84.4%. As a reaction SMILES: [ClH:1].[CH3:2][N:3]([CH2:5][C:6]1[CH:7]=[C:8]([C:12]2[N:16]([CH2:17][C:18](=[O:20])[CH3:19])[N:15]=[C:14]([C:21]3[CH:26]=[CH:25][C:24]([O:27][CH3:28])=[CH:23][CH:22]=3)[N:13]=2)[CH:9]=[CH:10][CH:11]=1)[CH3:4].[BH4-].[Li+].C([O-])([O-])=O.[Na+].[Na+].Cl.CCO>CO.C(Cl)(Cl)Cl.CCOCC>[ClH:1].[CH3:2][N:3]([CH2:5][C:6]1[CH:7]=[C:8]([C:12]2[N:16]([CH2:17][CH:18]([OH:20])[CH3:19])[N:15]=[C:14]([C:21]3[CH:22]=[CH:23][C:24]([O:27][CH3:28])=[CH:25][CH:26]=3)[N:13]=2)[CH:9]=[CH:10][CH:11]=1)[CH3:4] |f:0.1,2.3,4.5.6,7.8,12.13|. Procedure details: To a stirred solution of 1-[5-(3-dimethylaminomethyl-phenyl)-3-(4-methoxy-phenyl)-[1,2,4]triazol-1-yl]-propan-2-one hydrochloride (22 mg, 0.05 mmol) in methanol (4 ml), was added Lithium borohydride (1.8 mg, 0.08 mmol) and the mixture stirred for 4 hr at r.t. Saturated Na2CO3 solution was then added and the mixture stirred for 15 min., the aqueous phase was then extracted twice with EtOAc, dried with Na2SO4 filtered and the solvent evaporated to afford a yellow oil. This was dissolved in CHCl3 a... The product is FC1=NC=C(C=C1C1=CC=C(C=C1)N1C(OC([C@@H]1C1=CC=CC=C1)(C)C)=O)C1=NC=CC=N1 ((S)-3-(4-(2-fluoro-5-(pyrimidin-2-yl)pyridin-3-yl)phenyl)-5,5-dimethyl-4-phenyloxazolidin-2-one). Solvent: CN(C)C=O (DMF). Procedure details: A resealable tube was charged with (S)-3-(4-(5-bromo-2-fluoropyridin-3-yl)phenyl)-5,5-dimethyl-4-phenyloxazolidin-2-one (0.050 g, 0.113 mmol), 2-(tributylstannyl)pyrimidine (commercially available from Frontier Scientific, Inc., Logan Utah) (0.056 mL, 0.170 mmol), lithium chloride (9.61 mg, 0.227 mmol), copper (I) iodide (2.158 mg, 0.011 mmol), and DMF (1.0 mL). Tetrakis(triphenylphosphine)palladium(0) (0.013 g, 0.011 mmol) was added, the system was purged with argon, and the tube was sealed. Th... Reactants: BrC=1C=C(C(=NC1)F)C1=CC=C(C=C1)N1C(OC([C@@H]1C1=CC=CC=C1)(C)C)=O ((S)-3-(4-(5-bromo-2-fluoropyridin-3-yl)phenyl)-5,5-dimethyl-4-phenyloxazolidin-2-one), C(CCC)[Sn](C1=NC=CC=N1)(CCCC)CCCC (2-(tributylstannyl)pyrimidine), [Cl-].[Li+] (lithium chloride). Reaction conditions: temperature 100 celsius, time 12 hour. As a reaction SMILES: Br[C:2]1[CH:3]=[C:4]([C:9]2[CH:14]=[CH:13][C:12]([N:15]3[C@@H:19]([C:20]4[CH:25]=[CH:24][CH:23]=[CH:22][CH:21]=4)[C:18]([CH3:27])([CH3:26])[O:17][C:16]3=[O:28])=[CH:11][CH:10]=2)[C:5]([F:8])=[N:6][CH:7]=1.C([Sn](CCCC)(CCCC)[C:34]1[N:39]=[CH:38][CH:37]=[CH:36][N:35]=1)CCC.[Cl-].[Li+]>[Cu]I.C1C=CC([P]([Pd]([P](C2C=CC=CC=2)(C2C=CC=CC=2)C2C=CC=CC=2)([P](C2C=CC=CC=2)(C2C=CC=CC=2)C2C=CC=CC=2)[P](C2C=CC=CC=2)(C2C=CC=CC=2)C2C=CC=CC=2)(C2C=CC=CC=2)C2C=CC=CC=2)=CC=1.CN(C=O)C>[F:8][C:5]1[C:4]([C:9]2[CH:14]=[CH:13][C:12]([N:15]3[C@@H:19]([C:20]4[CH:25]=[CH:24][CH:23]=[CH:22][CH:21]=4)[C:18]([CH3:27])([CH3:26])[O:17][C:16]3=[O:28])=[CH:11][CH:10]=2)=[CH:3][C:2]([C:34]2[N:39]=[CH:38][CH:37]=[CH:36][N:35]=2)=[CH:7][N:6]=1 |f:2.3,^1:55,57,76,95|. Yield: 42.0%. Reagents/catalysts: [Cu]I (copper (I) iodide), C=1C=CC(=CC1)[P](C=2C=CC=CC2)(C=3C=CC=CC3)[Pd]([P](C=4C=CC=CC4)(C=5C=CC=CC5)C=6C=CC=CC6)([P](C=7C=CC=CC7)(C=8C=CC=CC8)C=9C=CC=CC9)[P](C=1C=CC=CC1)(C=1C=CC=CC1)C=1C=CC=CC1 (Tetrakis(triphenylphosphine)palladium(0)). Starting materials: FC(C(=O)NC1=CC(=CC=C1)OC1=CC=C(C=C1)[N+](=O)[O-])(F)F (2,2,2-trifluoro-N-[3-(4-nitrophenoxy)phenyl]acetamide). Reagents/catalysts: [C].[Pd] (palladium-carbon). The solvent is C(C)(=O)OCC (ethyl acetate). Run at time 3 hour. Product: NC1=CC=C(OC=2C=C(C=CC2)NC(C(F)(F)F)=O)C=C1 (N-[3-(4-aminophenoxy)phenyl]-2,2,2-trifluoroacetamide). Isolated yield 99.2%. RXN SMILES: [F:1][C:2]([F:23])([F:22])[C:3]([NH:5][C:6]1[CH:11]=[CH:10][CH:9]=[C:8]([O:12][C:13]2[CH:18]=[CH:17][C:16]([N+:19]([O-])=O)=[CH:15][CH:14]=2)[CH:7]=1)=[O:4]>C(OCC)(=O)C.[C].[Pd]>[NH2:19][C:16]1[CH:17]=[CH:18][C:13]([O:12][C:8]2[CH:7]=[C:6]([NH:5][C:3](=[O:4])[C:2]([F:1])([F:22])[F:23])[CH:11]=[CH:10][CH:9]=2)=[CH:14][CH:15]=1 |f:2.3|. Procedure details: To a solution of 2,2,2-trifluoro-N-[3-(4-nitrophenoxy)phenyl]acetamide (13.0 g, 39.8 mmol) in ethyl acetate (400 mL) was added 10% palladium-carbon (10 g), and the mixture was stirred at room temperature for 3 hr under a hydrogen atmosphere. The insoluble material was filtered off, and the filtrate was concentrated under reduced pressure to give the title compound (11.7 g, 99%) as a pale-gray amorphous substance. The obtained compound was used in the next reaction without a further purification. Yields the product N#CCCOc1ccc(O)cc1. RXN SMILES: [CH2:16]1[O:17][CH2:18][CH2:19][CH2:20]1.[Cl:9][CH2:10][CH2:11][C:12]#[N:13].[Na+:15].[O:21]=[CH:22][N:23]([CH3:24])[CH3:25].[OH-:14].[OH2:26].[OH:1][c:2]1[cH:3][cH:4][c:5]([OH:8])[cH:6][cH:7]1>>[OH:1][c:2]1[cH:3][cH:4][c:5]([O:8][CH2:10][CH2:11][C:12]#[N:13])[cH:6][cH:7]1. Reactants: C1CCOC1, N#CCCCl, [Na+], CN(C)C=O, [OH-], O, Oc1ccc(O)cc1. The reactants are dimethylacetal, FC=1C=C(C=O)C=CC1 (3-fluorobenzaldehyde), C(C)(CC)[Li] (sec-butyllithium), solution, C(=O)=O (CO2), Cl (HCl). Solvent: C1CCOC1 (THF), CCCCCC (hexane). Reaction conditions: time 0.5 hour. Yields the product OC1OC(C2=C(C=CC=C12)F)=O (3-Hydroxy-7-fluoro-1(3H)-isobenzofuranone). Isolated yield 86.0%. Reaction SMILES: [F:1][C:2]1[CH:3]=[C:4]([CH:7]=[CH:8][CH:9]=1)[CH:5]=[O:6].C([Li])(CC)C.[C:15](=[O:17])=[O:16].Cl>C1COCC1.CCCCCC>[OH:6][CH:5]1[C:4]2[C:3](=[C:2]([F:1])[CH:9]=[CH:8][CH:7]=2)[C:15](=[O:16])[O:17]1. Procedure details: To a -70° C. solution of the dimethylacetal of 3-fluorobenzaldehyde (5.3 g, 31 mmol) in THF (35 ml) was added dropwise sec-butyllithium (22.2 ml of a 1.4 M solution in hexane), and the red solution was stirred for 0.5 h. The solution was saturated with CO2 for 5 min with tne red color dissipating to yield a light yellow solution. After 10 min the reaction was allowed to warm to room temperature, and after 30 min HCl (3.5 ml) was added. After concentration the solution was made basic with 5% KOH ... Yields the product FC(C(=O)O)(F)F.FCC1CNC1 (3-(fluoromethyl)azetidine 2,2,2-trifluoroacetate). Procedure details: tert-Butyl 3-(fluoromethyl)azetidine-1-carboxylate (0.1 g, 0.53 mmol) and trifluoroacetic acid/DCM (1:1, 5.3 mL) was stir at room temperature for 30 min. Then the reaction mixture was concentrated on a rotary evaporator to afford 3-(fluoromethyl)azetidine 2,2,2-trifluoroacetate as clear oil. 1H NMR (DMSO-d6; TFA salt): δ 8.74 (br, 2H), 4.54 (dd, 2H), 4.08-3.98 (m, 2H), 3.84-3.76 (m, 2H), 3.20-3.06 (m, 1H). Reaction SMILES: [F:1][CH2:2][CH:3]1[CH2:6][N:5](C(OC(C)(C)C)=O)[CH2:4]1.[F:14][C:15]([F:20])([F:19])[C:16]([OH:18])=[O:17].C(Cl)Cl>>[F:14][C:15]([F:20])([F:19])[C:16]([OH:18])=[O:17].[F:1][CH2:2][CH:3]1[CH2:6][NH:5][CH2:4]1 |f:1.2,3.4|. The reactants are FCC1CN(C1)C(=O)OC(C)(C)C (tert-Butyl 3-(fluoromethyl)azetidine-1-carboxylate), FC(C(=O)O)(F)F.C(Cl)Cl (trifluoroacetic acid DCM). Reactants: CCOC1=C(C=C2C(=C1)N=CC(=C2NC3=CC(=C(C=C3)OCC4=CC=CC=N4)Cl)C#N)NC(=O)/C=C/[C@H]5CCCN5C (SHR1258), C(\C=C/C(=O)O)(=O)O (maleic acid), C(C)(C)O (isopropyl alcohol). The product is CCOC1=C(C=C2C(=C(C=NC2=C1)C#N)NC3=CC(=C(C=C3)OCC4=CC=CC=N4)Cl)NC(=O)/C=C/[C@@H]5N(CCC5)C.C(=C\C(=O)O)\C(=O)O.C(=C\C(=O)O)\C(=O)O (SHR1258 dimaleate). Yield: 60.8%. As a reaction SMILES: [CH3:1][CH2:2][O:3][C:4]1[CH:9]=[C:8]2[N:10]=[CH:11][C:12]([C:30]#[N:31])=[C:13]([NH:14][C:15]3[CH:20]=[CH:19][C:18]([O:21][CH2:22][C:23]4[N:28]=[CH:27][CH:26]=[CH:25][CH:24]=4)=[C:17]([Cl:29])[CH:16]=3)[C:7]2=[CH:6][C:5]=1[NH:32][C:33](/[CH:35]=[CH:36]/[C@@H:37]1[N:41]([CH3:42])[CH2:40][CH2:39][CH2:38]1)=[O:34].[C:43]([OH:50])(=[O:49])/[CH:44]=[CH:45]\[C:46]([OH:48])=[O:47].C(O)(C)C>>[CH3:1][CH2:2][O:3][C:4]1[CH:9]=[C:8]2[C:7]([C:13]([NH:14][C:15]3[CH:20]=[CH:19][C:18]([O:21][CH2:22][C:23]4[N:28]=[CH:27][CH:26]=[CH:25][CH:24]=4)=[C:17]([Cl:29])[CH:16]=3)=[C:12]([C:30]#[N:31])[CH:11]=[N:10]2)=[CH:6][C:5]=1[NH:32][C:33](/[CH:35]=[CH:36]/[C@H:37]1[CH2:38][CH2:39][CH2:40][N:41]1[CH3:42])=[O:34].[CH:44](/[C:43]([OH:50])=[O:49])=[CH:45]/[C:46]([OH:48])=[O:47].[CH:44](/[C:43]([OH:50])=[O:49])=[CH:45]/[C:46]([OH:48])=[O:47] |f:3.4.5|. Procedure details: 1.0 g of SHR1258 (prepared according to PCT Patent Application Publication WO2011029265) and 0.4 g of maleic acid were dissolved in 25 ml of isopropyl alcohol by heating. A solid was present while refluxing. After removing from heating, the obtained mixture was stirred to cause a precipitate. The resulting precipitate was collected by filtration and then dried at 45° C. under vacuum overnight to obtain 0.85 g of SHR1258 dimaleate crystal. Yield: 60%. X-ray diffraction pattern is shown in FIG. 1 ... Reactants: CCOC(=O)Cl, Cc1ccccc1, Clc1ccc2c(c1)OCCN(Cc1ccccc1)CCc1ccccc1O2, Cl. Yields the product CCOC(=O)N1CCOc2cc(Cl)ccc2Oc2ccccc2CC1. RXN SMILES: [CH2:1]([CH3:2])[O:3][C:4](=[O:5])[Cl:6].[CH3:35][c:36]1[cH:37][cH:38][cH:39][cH:40][cH:41]1.[Cl:7][c:8]1[cH:9][c:10]2[c:11]([cH:32][cH:33]1)[O:12][c:13]1[c:14]([cH:28][cH:29][cH:30][cH:31]1)[CH2:15][CH2:16][N:17]([CH2:21][c:22]1[cH:23][cH:24][cH:25][cH:26][cH:27]1)[CH2:18][CH2:19][O:20]2.[ClH:34]>>[CH2:1]([CH3:2])[O:3][C:4](=[O:5])[N:17]1[CH2:16][CH2:15][c:14]2[c:13]([cH:31][cH:30][cH:29][cH:28]2)[O:12][c:11]2[c:10]([cH:9][c:8]([Cl:7])[cH:33][cH:32]2)[O:20][CH2:19][CH2:18]1. The reactants are C1(CCCCC1)NC1=C(C=C(C(=O)O)C=C1S(N)(=O)=O)[N+](=O)[O-] (4-cyclohexylamino-3-nitro-5-sulphamyl-benzoic acid), [N+](=O)([O-])C=1C=C(C(=O)O)C=C(C1OC1=CC=CC=C1)S(N)(=O)=O (3-nitro-4-phenoxy-5-sulphamyl-benzoic acid). Product: NC=1C=C(C(=O)O)C=C(C1NC1CCCCC1)S(N)(=O)=O (3-amino-4-cyclohexylamino-5-sulphamyl-benzoic acid). RXN SMILES: [CH:1]1([NH:7][C:8]2[C:16]([S:17](=[O:20])(=[O:19])[NH2:18])=[CH:15][C:11]([C:12]([OH:14])=[O:13])=[CH:10][C:9]=2[N+:21]([O-])=O)[CH2:6][CH2:5][CH2:4][CH2:3][CH2:2]1.[N+](C1C=C(C=C(S(=O)(=O)N)C=1OC1C=CC=CC=1)C(O)=O)([O-])=O>>[NH2:21][C:9]1[CH:10]=[C:11]([CH:15]=[C:16]([S:17](=[O:20])(=[O:19])[NH2:18])[C:8]=1[NH:7][CH:1]1[CH2:6][CH2:5][CH2:4][CH2:3][CH2:2]1)[C:12]([OH:14])=[O:13]. Procedure: By substituting 4-cyclohexylamino-3-nitro-5-sulphamyl-benzoic acid (15 g) for the 3-nitro-4-phenoxy-5-sulphamyl-benzoic acid of Example 1 B, the above compound was obtained with a melting point of 233° C (decomp.)